From a dataset of the Open Reaction Database (ORD), a public repository of structured organic reaction records. describe an organic reaction: reactants, conditions, products, and yield The reactants are OC1(c2cnc3ccccc3c2)CCNCC1, ClCCCOc1ccc2[nH]ccc2c1. Yields the product OC1(c2cnc3ccccc3c2)CCN(CCCOc2ccc3[nH]ccc3c2)CC1. Reaction SMILES: [OH:15][C:16]1([c:22]2[cH:23][n:24][c:25]3[cH:26][cH:27][cH:28][cH:29][c:30]3[cH:31]2)[CH2:17][CH2:18][NH:19][CH2:20][CH2:21]1.[nH:1]1[cH:2][cH:3][c:4]2[cH:5][c:6]([O:10][CH2:11][CH2:12][CH2:13][Cl:14])[cH:7][cH:8][c:9]12>>[nH:1]1[cH:2][cH:3][c:4]2[cH:5][c:6]([O:10][CH2:11][CH2:12][CH2:13][N:19]3[CH2:18][CH2:17][C:16]([OH:15])([c:22]4[cH:23][n:24][c:25]5[cH:26][cH:27][cH:28][cH:29][c:30]5[cH:31]4)[CH2:21][CH2:20]3)[cH:7][cH:8][c:9]12.